Dataset: the Open Reaction Database (ORD), a public repository of structured organic reaction records. Task: describe an organic reaction: reactants, conditions, products, and yield Starting materials: resin, N([C@@H](CO)C(=O)O)C(=O)OCC1C2=CC=CC=C2C2=CC=CC=C12 (N-Fmoc-L-Ala(OH)), CC=1C=NC=CC1C=O (3-methyl-4-pyridinecarboxaldehyde), FC(S(=O)(=O)C1=CC=C(N)C=C1)(F)F (4-(trifluoromethanesulfonyl)aniline). Product: FC(C(=O)O)(F)F.C[C@H]1C(N(C(N1CC1=C(C=NC=C1)C)=O)C1=CC=C(C=C1)S(=O)(=O)C(F)(F)F)=O ((S)-5-methyl-1-(3-methylpyrid-4-ylmethyl)-3-(4-trifluoromethanesulfonylphenyl)imidazolidine-2,4-dione trifluoroacetate). As a reaction SMILES: [NH:1]([C:8](OCC1C2C(=CC=CC=2)C2C1=CC=CC=2)=[O:9])[C@H:2]([C:5]([OH:7])=[O:6])[CH2:3][OH:4].[CH3:25][C:26]1[CH:27]=[N:28][CH:29]=[CH:30][C:31]=1[CH:32]=O.[F:34][C:35]([F:47])([F:46])[S:36]([C:39]1[CH:45]=[CH:44][C:42]([NH2:43])=[CH:41][CH:40]=1)(=[O:38])=[O:37]>>[F:34][C:35]([F:47])([F:46])[C:5]([OH:7])=[O:6].[CH3:5][C@@H:2]1[N:1]([CH2:32][C:31]2[CH:30]=[CH:29][N:28]=[CH:27][C:26]=2[CH3:25])[C:8](=[O:9])[N:43]([C:42]2[CH:44]=[CH:45][C:39]([S:36]([C:35]([F:46])([F:34])[F:47])(=[O:37])=[O:38])=[CH:40][CH:41]=2)[C:3]1=[O:4] |f:3.4|. Procedure details: The compound is prepared from 0.04 mmol of resin, 0.12 mmol of N-Fmoc-L-Ala(OH), 0.20 mmol of 3-methyl-4-pyridinecarboxaldehyde, and 0.10 mmol of 4-(trifluoromethanesulfonyl)aniline, in the same way as in Example 1. After purification by preparative LC-MS, 16 mg of expected product are obtained.